This data is from the Open Reaction Database (ORD), a public repository of structured organic reaction records. The task is: describe an organic reaction: reactants, conditions, products, and yield The reactants are P12(=S)SP3(=S)SP(=S)(S1)SP(=S)(S2)S3 (P4S10), C(=O)([O-])[O-].[Na+].[Na+] (Na2CO3), FC=1C=C(C=CC1)[C@@H]1COCC(N1)=O ((R)-5-(3-fluoro-phenyl)-morpholin-3-one). Run in C1CCOC1 (THF), C1CCOC1 (THF). Conditions: time 2 hour. Product: FC=1C=C(C=CC1)[C@@H]1COCC(N1)=S ((R)-5-(3-fluoro-phenyl)-morpholine-3-thione). Isolated yield 78.5%. RXN SMILES: P12(SP3(SP(SP(S3)(S1)=S)(=S)S2)=S)=[S:2].C([O-])([O-])=O.[Na+].[Na+].[F:21][C:22]1[CH:23]=[C:24]([C@H:28]2[NH:33][C:32](=O)[CH2:31][O:30][CH2:29]2)[CH:25]=[CH:26][CH:27]=1>C1COCC1>[F:21][C:22]1[CH:23]=[C:24]([C@H:28]2[NH:33][C:32](=[S:2])[CH2:31][O:30][CH2:29]2)[CH:25]=[CH:26][CH:27]=1 |f:1.2.3|. Reported procedure: To a stirred room temperature suspension of P4S10 (6.0 g, 13.4 mmol) and Na2CO3 (1.42 g, 13.4 mmol) in THF (40 mL) was slowly added a solution of (R)-5-(3-fluoro-phenyl)-morpholin-3-one (2.16 g, 11.1 mmol) in THF (30 mL). The mixture was stirred at room temperature for two hours, and then quenched by addition of 10% aqueous Na3PO4 (50 mL). The mixture was stirred another five minutes and then extracted with a 1:1: mixture of ethyl acetate and diethyl ether. The organic layer was separated, dried... Reactants: Cc1cc(C(=O)O)cc(Cl)n1, NCc1cccc2ccccc12. The reagents and catalysts are CC(C)N=C=NC(C)C (DIC), C1=CC=C2C(=C1)N=NN2O (HOBt). Solvent: CN(C)C=O (DMF), CN(C)C=O (DMF), CN(C)C=O (DMF), CN(C)C=O (DMF), CN(C)C=O (DMF), CN(C)C=O (DMF). Run at temperature 25 celsius, time 2 hour. The product is Cc1cc(C(=O)NCc2cccc3ccccc23)cc(Cl)n1. The yield is 33.5%. Reaction SMILES: NCc1cccc2ccccc12.Cc1cc(C(=O)O)cc(Cl)n1.CC(C)N=C=NC(C)C.C1=CC=C2C(=C1)N=NN2O.CN(C)C=O>>Cc1cc(C(=O)NCc2cccc3ccccc23)cc(Cl)n1. The reactants are CC(=O)O, Cl, CCOC(=O)c1cn(C2CC2F)c2c(OC)c(F)cc(N)c2c1=O, O. The product is COc1c(F)cc(N)c2c(=O)c(C(=O)O)cn(C3CC3F)c12. As a reaction SMILES: [CH3:25][C:26](=[O:27])[OH:28].[ClH:29].[NH2:1][c:2]1[c:3]2[c:4](=[O:24])[c:5]([C:19](=[O:20])[O:21][CH2:22][CH3:23])[cH:6][n:7]([CH:15]3[CH:16]([F:18])[CH2:17]3)[c:8]2[c:9]([O:13][CH3:14])[c:10]([F:12])[cH:11]1.[OH2:30]>>[NH2:1][c:2]1[c:3]2[c:4](=[O:24])[c:5]([C:19](=[O:20])[OH:21])[cH:6][n:7]([CH:15]3[CH:16]([F:18])[CH2:17]3)[c:8]2[c:9]([O:13][CH3:14])[c:10]([F:12])[cH:11]1. The yield is 23.9%. Reactants: COC(C1=C(C=CC(=C1)Cl)N)=O (2-amino-5-chloro-benzoic acid methyl ester), BrC=1C=C(C=O)C=CC1 (3-bromo-benzaldehyde). Reported procedure: A mixture of 2-amino-5-chloro-benzoic acid methyl ester (11.7 g, 63 mmol) and 3-bromo-benzaldehyde (11.7 g, 63 mmol) in ethanol (200 mL). The reaction mixture was heated to reflux for 2 hours. Then the reaction mixture cooled to room temperature. The solvent was removed in vacuo and the residue was washed with ether to afford 2-{[1-(3-bromo-phenyl)-methylidene]-amino}-5-chloro-benzoic acid methyl ester (5.3 g, 24%) as a white solid: LC/MS m/e calcd for C15H11BrClNO2 M+: 353.6, observed: 353.6. Product: COC(C1=C(C=CC(=C1)Cl)N=CC1=CC(=CC=C1)Br)=O (2-{[1-(3-bromo-phenyl)-methylidene]-amino}-5-chloro-benzoic acid methyl ester). Solvent: C(C)O (ethanol). As a reaction SMILES: [CH3:1][O:2][C:3](=[O:12])[C:4]1[CH:9]=[C:8]([Cl:10])[CH:7]=[CH:6][C:5]=1[NH2:11].[Br:13][C:14]1[CH:15]=[C:16]([CH:19]=[CH:20][CH:21]=1)[CH:17]=O>C(O)C>[CH3:1][O:2][C:3](=[O:12])[C:4]1[CH:9]=[C:8]([Cl:10])[CH:7]=[CH:6][C:5]=1[N:11]=[CH:17][C:16]1[CH:19]=[CH:20][CH:21]=[C:14]([Br:13])[CH:15]=1. Reactants: C(C1=CC=CC=C1)N (benzylamine), [O-]S(=O)(=O)[O-].[Mg+2] (MgSO4), BrC=1C=C(C=CC1OC)C1=CC=C(C=C1)C=O (3′-bromo-4′-methoxy-1,1′-biphenyl-4-carbaldehyde). The solvent is C(Cl)Cl (methylene chloride). Run at time 18 hour. Product: C(C1=CC=CC=C1)\N=C/C1=CC=C(C=C1)C1=CC(=C(C=C1)OC)Br (N-benzyl-N-[(1Z)-(3′-bromo-4′-methoxy-1,1′-biphenyl-4-yl)methylidene]amine). Isolated yield 89.9%. Reaction SMILES: [Br:1][C:2]1[CH:3]=[C:4]([C:10]2[CH:15]=[CH:14][C:13]([CH:16]=O)=[CH:12][CH:11]=2)[CH:5]=[CH:6][C:7]=1[O:8][CH3:9].[CH2:18]([NH2:25])[C:19]1[CH:24]=[CH:23][CH:22]=[CH:21][CH:20]=1.[O-]S([O-])(=O)=O.[Mg+2]>C(Cl)Cl>[CH2:18](/[N:25]=[CH:16]\[C:13]1[CH:14]=[CH:15][C:10]([C:4]2[CH:5]=[CH:6][C:7]([O:8][CH3:9])=[C:2]([Br:1])[CH:3]=2)=[CH:11][CH:12]=1)[C:19]1[CH:24]=[CH:23][CH:22]=[CH:21][CH:20]=1 |f:2.3|. Reported procedure: A mixture of 3′-bromo-4′-methoxy-1,1′-biphenyl-4-carbaldehyde (19.4 g, 69 mmol), prepared in step 3 of Example 6, benzylamine (38 mL, 345 mmol) and 60 g of anhydrous MgSO4 in 400 mL of methylene chloride was stirred under nitrogen at room temperature for 18 h. The reaction was filtered and the filtrate concentrated under reduced pressure to give an off-white solid. The solid was triturated with hexane and dried under reduced pressure to give N-benzyl-N-[(1Z)-(3′-bromo-4′-methoxy-1,1′-biphenyl-4-... Starting materials: [BH4-], Cc1nn(-c2ccc(C(F)(F)F)cc2)cc1C=O, CCO, [Na+]. Reaction SMILES: [BH4-:19].[CH3:1][c:2]1[n:3][n:4](-[c:9]2[cH:10][cH:11][c:12]([C:15]([F:16])([F:17])[F:18])[cH:13][cH:14]2)[cH:5][c:6]1[CH:7]=[O:8].[CH3:21][CH2:22][OH:23].[Na+:20]>>[CH3:1][c:2]1[n:3][n:4](-[c:9]2[cH:10][cH:11][c:12]([C:15]([F:16])([F:17])[F:18])[cH:13][cH:14]2)[cH:5][c:6]1[CH2:7][OH:8]. The product is Cc1nn(-c2ccc(C(F)(F)F)cc2)cc1CO. The reactants are C(C1=CC=CC=C1)(=O)C1=C(C(=CC=C1)OC)OC (1-benzoyl-2,3-dimethoxybenzene), [N+](=O)(O)[O-] (nitric acid), C(C1=CC=CC=C1)OC1=C(C(=CC(=C1)[N+](=O)[O-])OC)OC (1-benzyloxy-2,3-dimethoxy-5-nitrobenzene), ice water. The solvent is C(C)(=O)O (acetic acid). Run at time 2 hour. Product: C(C1=CC=CC=C1)OC1=C(C(=CC=C1)OC)OC (1-Benzyloxy-2,3-dimethoxybenzene). Reaction SMILES: [CH2:1]([O:8][C:9]1[CH:14]=[C:13]([N+]([O-])=O)[CH:12]=[C:11]([O:18][CH3:19])[C:10]=1[O:20][CH3:21])[C:2]1[CH:7]=[CH:6][CH:5]=[CH:4][CH:3]=1.C(C1C=CC=C(OC)C=1OC)(=O)C1C=CC=CC=1.[N+]([O-])(O)=O>C(O)(=O)C>[CH2:1]([O:8][C:9]1[CH:14]=[CH:13][CH:12]=[C:11]([O:18][CH3:19])[C:10]=1[O:20][CH3:21])[C:2]1[CH:3]=[CH:4][CH:5]=[CH:6][CH:7]=1. Procedure: from 2-chloro-N-(3-methoxyphenyl)-4-pyrimidineamine (1 62 mg, 0.69 mmol) [see Example 92] and 3-benzyloxy-4,5-dimethoxyaniline (180 mg, 0.69 mmol) to afford the title compound (255 mg) as an off-white solid m.p. 83-84°. δH (CDCl3) 8.01 (1H, d, J 5.8 Hz), 7.45-7.22 (6H, m), 6.95 (3H, m), 6.90 (1H, d, J 7.6 Hz), 6.79 (1H, d, J 2.4 Hz), 6.68 (1H, d, J 7.6 Hz), 6.48 (1H, s), 6.17 (1H, d, J 5.8 Hz), 5.11 (2H, s), 3.86 (3H, s), 3.82 (3H, s) and 3.78 (3H, s). MS m/z 369 (M+H)+. The 3-benzyloxy-4,5-dime... Starting materials: NC1=C(C=C(C=N1)C1=CC=2C3=C(C=NC2C=C1)N(C(N3C3=CC=C(C=C3)C(C)(C)C#N)=NC#N)C)C(F)(F)F (N-(8-(6-amino-5-(trifluoromethyl)pyridin-3-yl)-1-(4-(2-cyanopropan-2-yl)phenyl)-3-methyl-1H-imidazo[4,5-c]quinolin-2(3H)-ylidene)cyanamide), CC(C)([O-])C.[K+] (potassium-t-butoxide), CI (methyl iodide). The solvent is C1CCOC1 (THF). Run at time 15 minute. Product: C(#N)C(C)(C)C1=CC=C(C=C1)N1C(N(C=2C=NC=3C=CC(=CC3C21)C=2C=NC(=C(C2)C(F)(F)F)NC)C)=NC#N (N-(1-(4-(2-cyanopropan-2-yl)phenyl)-3-methyl-8-(6-(methylamino)-5-(trifluoromethyl)pyridin-3-yl)-1H-imidazo[4,5-c]quinolin-2(3H)-ylidene)cyanamide). Reaction SMILES: [NH2:1][C:2]1[N:7]=[CH:6][C:5]([C:8]2[CH:17]=[CH:16][C:15]3[N:14]=[CH:13][C:12]4[N:18]([CH3:35])[C:19](=[N:32][C:33]#[N:34])[N:20]([C:21]5[CH:26]=[CH:25][C:24]([C:27]([C:30]#[N:31])([CH3:29])[CH3:28])=[CH:23][CH:22]=5)[C:11]=4[C:10]=3[CH:9]=2)=[CH:4][C:3]=1[C:36]([F:39])([F:38])[F:37].[CH3:40]C(C)([O-])C.[K+].CI>C1COCC1>[C:30]([C:27]([C:24]1[CH:23]=[CH:22][C:21]([N:20]2[C:11]3[C:10]4[CH:9]=[C:8]([C:5]5[CH:6]=[N:7][C:2]([NH:1][CH3:40])=[C:3]([C:36]([F:38])([F:37])[F:39])[CH:4]=5)[CH:17]=[CH:16][C:15]=4[N:14]=[CH:13][C:12]=3[N:18]([CH3:35])[C:19]2=[N:32][C:33]#[N:34])=[CH:26][CH:25]=1)([CH3:28])[CH3:29])#[N:31] |f:1.2|. Procedure: To the stirred solution of Example 6 (0.014 mmol) in dry THF was added potassium-t-butoxide (0.157 mmol) at 0° C. Reaction mixture was stirred further for 15 minutes, followed by addition of methyl iodide (0.125 mmol). Reaction mixture was warmed to RT and stirred overnight. Solvent was removed and diluted with EtOAc. Organic layer was washed with water, dried over anhydrous Na2SO4 and solvent was removed. Crude product was further purified (silica gel column, MeOH/CHCl3 as eluent) to obtain the... Starting materials: ClC(Cl)Cl, COc1n[nH]c2ncc(NC(=O)c3c(F)ccc(N)c3F)cc12, O=S(=O)(Cl)c1ccccc1, c1ccncc1. Yields the product COc1n[nH]c2ncc(NC(=O)c3c(F)ccc(NS(=O)(=O)c4ccccc4)c3F)cc12. Reaction SMILES: [Cl:40][CH:41]([Cl:42])[Cl:43].[NH2:1][c:2]1[c:3]([F:23])[c:4]([C:5](=[O:6])[NH:7][c:8]2[cH:9][c:10]3[c:11]([n:12][cH:13]2)[nH:14][n:15][c:16]3[O:17][CH3:18])[c:19]([F:22])[cH:20][cH:21]1.[c:30]1([S:36](=[O:37])(=[O:38])[Cl:39])[cH:31][cH:32][cH:33][cH:34][cH:35]1.[cH:24]1[cH:25][cH:26][n:27][cH:28][cH:29]1>>[NH:1]([c:2]1[c:3]([F:23])[c:4]([C:5](=[O:6])[NH:7][c:8]2[cH:9][c:10]3[c:11]([n:12][cH:13]2)[nH:14][n:15][c:16]3[O:17][CH3:18])[c:19]([F:22])[cH:20][cH:21]1)[S:36]([c:30]1[cH:31][cH:32][cH:33][cH:34][cH:35]1)(=[O:37])=[O:38]. Reactants: ClC1=CC=C(C=C1)S(=O)(=O)CC(C)=O (4-chlorophenylsulfonylacetone), N1CCCC1 (pyrrolidine), CC1=NC(=C(C(=N1)Cl)[N+](=O)[O-])Cl (2-methyl-4,6-dichloro-5-nitropyrimidine), C(C)(C)N(C(C)C)CC (N,N-diisopropylethylamine), N1CCCCC1 (piperidine), Cl[Sn]Cl (SnCl2), N1CCCCC1 (piperidine), C(C)(C)N(C(C)C)CC (N,N-diisopropylethylamine), N1(CCCC1)C(=CS(=O)(=O)C1=CC=C(C=C1)Cl)C (1-[(2-pyrrolidinylprop-1-enyl)sulfonyl]-4-chlorobenzene), Cl[Sn]Cl (SnCl2), enamine, CC1=NC(=C(C(=N1)Cl)[N+](=O)[O-])Cl (2-methyl-4,6-dichloro-5-nitropyrimidine). Reagents/catalysts: Cl[Ti](Cl)(Cl)Cl (TiCl4). Solvent: CN(C)C=O (DMF), CCN(CC)CC (NEt3). Run at temperature 100 celsius, time 20 hour. Yields the product ClC1=CC=C(C=C1)S(=O)(=O)CC1=NC=2C(NC(=NC2)C2CC(NCC2)C)=C1 (4-chloro-1-[((2-methyl-4-piperidylpyrrolo[4,5-d]pyrimidin-6-yl)methyl)sulfonyl]benzene). Yield: 15.0%. As a reaction SMILES: [N:1]1([C:6]([CH3:18])=[CH:7][S:8]([C:11]2[CH:16]=[CH:15][C:14]([Cl:17])=[CH:13][CH:12]=2)(=[O:10])=[O:9])[CH2:5][CH2:4]CC1.ClC1C=CC(S(CC(=O)C)(=O)=O)=CC=1.N1CCCC1.[CH3:38][C:39]1[N:44]=C(Cl)C([N+]([O-])=O)=[C:41](Cl)[N:40]=1.C([N:53]([CH2:57][CH3:58])[CH:54]([CH3:56])[CH3:55])(C)C.N1CCCCC1.Cl[Sn]Cl>CN(C=O)C.Cl[Ti](Cl)(Cl)Cl.CCN(CC)CC>[Cl:17][C:14]1[CH:13]=[CH:12][C:11]([S:8]([CH2:7][C:6]2[CH:18]=[C:4]3[NH:44][C:39]([CH:38]4[CH2:58][CH2:57][NH:53][CH:54]([CH3:55])[CH2:56]4)=[N:40][CH:41]=[C:5]3[N:1]=2)(=[O:9])=[O:10])=[CH:16][CH:15]=1. Procedure details: Using the method described in Example 30 by employing 1-[(2-pyrrolidinylprop-1-enyl)sulfonyl]-4-chlorobenzene (freshly prepared before use from 4-chlorophenylsulfonylacetone (Lancaster Chemical Company), pyrrolidine and TiCl4 (2.03 g, 7.10 mmol), 2-methyl-4,6-dichloro-5-nitropyrimidine (Example 76(b)) (1.47 g, 7.10 mmol), N,N-diisopropylethylamine (1.3 mL, 7.10 mmol), piperidine (1.1 mL, 11.4 mmol), NEt3 (1.6 mL) and SnCl2 (21 mL of a 2 M soln in DMF). In this example the mixture of enamine, 2-m...